Task: describe an organic reaction: reactants, conditions, products, and yield. Dataset: the Open Reaction Database (ORD), a public repository of structured organic reaction records Reactants: NC1=C(C=C(C(=O)O)C=C1)O (4-Amino-3-hydroxybenzoic acid), ClCC(=O)Cl (Chloroacetyl chloride), N1=CC=CC=C1 (Pyridine). Run in ClCCl (dichloromethane). Reaction conditions: temperature -60 celsius, time 16 hour. The product is ClCC(=O)NC1=C(C=C(C(=O)[O-])C=C1)O.[NH+]1=CC=CC=C1 (pyridinium 4-(2-chloroacetylamino)-3-hydroxybenzoate). As a reaction SMILES: [NH2:1][C:2]1[CH:10]=[CH:9][C:5]([C:6]([OH:8])=[O:7])=[CH:4][C:3]=1[OH:11].[Cl:12][CH2:13][C:14](Cl)=[O:15].[N:17]1[CH:22]=[CH:21][CH:20]=[CH:19][CH:18]=1>ClCCl>[Cl:12][CH2:13][C:14]([NH:1][C:2]1[CH:10]=[CH:9][C:5]([C:6]([O-:8])=[O:7])=[CH:4][C:3]=1[OH:11])=[O:15].[NH+:17]1[CH:22]=[CH:21][CH:20]=[CH:19][CH:18]=1 |f:4.5|. Reported procedure: 4-Amino-3-hydroxybenzoic acid (5.00 g) was suspended in dichloromethane (200 mL) under a nitrogen atmosphere and cooled to −60° C. Chloroacetyl chloride (3.72 g) was added dropwise, and the mixture was allowed to warm up to room temperature and stirred at this temperature for 16 h. Pyridine (15 mL) was added and the precipitated solid was filtered, washed with methanol, and dried under high vacuum to yield pyridinium 4-(2-chloroacetylamino)-3-hydroxybenzoate. A portion of this material (8.00 g) ... Reactants: C(C=C)S (allylmercaptan), [Na] (sodium), C(C)OC1=NN=C(C2=CC=CC=C12)Cl (1-ethoxy-4-chlorophthalazine). Solvent: CO (methanol). Yields the product C(C)OC1=NN=C(C2=CC=CC=C12)SCC=C (1-ethoxy-4-allylthiophthalazine). Reaction SMILES: [Na].[CH2:2]([SH:5])[CH:3]=[CH2:4].[CH2:6]([O:8][C:9]1[C:18]2[C:13](=[CH:14][CH:15]=[CH:16][CH:17]=2)[C:12](Cl)=[N:11][N:10]=1)[CH3:7]>CO>[CH2:6]([O:8][C:9]1[C:18]2[C:13](=[CH:14][CH:15]=[CH:16][CH:17]=2)[C:12]([S:5][CH2:2][CH:3]=[CH2:4])=[N:11][N:10]=1)[CH3:7] |^1:0|. Procedure: 0.23 g(0.01 mol) of metallic sodium was dissolved in 100 ml of absolute methanol and then mixed with 0.93 ml(0.01 mol) of allylmercaptan. To this mixture was added 2.09 g(0.01 mol) of 1-ethoxy-4-chlorophthalazine obtained from Preparation 10. The reaction solution was refluxed for 3 hours and then treated according to the same manner as Example 1 to obtain the title compound as a freezing white crystal. Procedure: Under an argon atmosphere, 1-diazo-3-[4-(trifluoromethyl)phenyl]propan-2-one (53) (661 mg, 2.90 mmol) was dissolved in anhydrous ethanol (6 mL) and cooled to 0° C. To this was added tert-butyl hypochlorite (330 μL, 2.92 mmol) and stirred for an hour at the same temperature. After being concentrated under reduced pressure, the residue was purified by silica gel flash column chromatography (n-hexane/ethyl acetate=18/1) to give 1,1-diethoxy-3-[4-(trifluoromethyl)phenyl]propan-2-one (54) as a colorl... RXN SMILES: [N+](=[CH:3][C:4](=[O:16])[CH2:5][C:6]1[CH:11]=[CH:10][C:9]([C:12]([F:15])([F:14])[F:13])=[CH:8][CH:7]=1)=[N-].Cl[O:18][C:19]([CH3:22])(C)C.[CH2:23]([OH:25])[CH3:24]>>[CH2:23]([O:25][CH:3]([O:18][CH2:19][CH3:22])[C:4](=[O:16])[CH2:5][C:6]1[CH:11]=[CH:10][C:9]([C:12]([F:15])([F:14])[F:13])=[CH:8][CH:7]=1)[CH3:24]. Starting materials: [N+](=[N-])=CC(CC1=CC=C(C=C1)C(F)(F)F)=O (1-diazo-3-[4-(trifluoromethyl)phenyl]propan-2-one), C(C)O (ethanol), ClOC(C)(C)C (tert-butyl hypochlorite). The product is C(C)OC(C(CC1=CC=C(C=C1)C(F)(F)F)=O)OCC (1,1-diethoxy-3-[4-(trifluoromethyl)phenyl]propan-2-one). Reaction conditions: temperature 0 celsius.